This data is from the Open Reaction Database (ORD), a public repository of structured organic reaction records. The task is: describe an organic reaction: reactants, conditions, products, and yield Reactants: Br, COC(=O)N1CCC(c2cc(=O)[nH]o2)CC1Cc1ccccc1F. Yields the product O=c1cc(C2CCNC(Cc3ccccc3F)C2)o[nH]1. As a reaction SMILES: [BrH:25].[F:1][c:2]1[c:3]([CH2:4][CH:5]2[N:6]([C:17]([O:18][CH3:19])=[O:20])[CH2:7][CH2:8][CH:9]([c:11]3[cH:12][c:13](=[O:16])[nH:14][o:15]3)[CH2:10]2)[cH:21][cH:22][cH:23][cH:24]1>>[F:1][c:2]1[c:3]([CH2:4][CH:5]2[NH:6][CH2:7][CH2:8][CH:9]([c:11]3[cH:12][c:13](=[O:16])[nH:14][o:15]3)[CH2:10]2)[cH:21][cH:22][cH:23][cH:24]1. The reactants are CC1=C(C(=CC=C1C)C)O (2,3,6-trimethylphenol), N (ammonia). The reagents and catalysts are catalyst, [Pd] (palladium), [Mn] (manganese), [Ag] (silver). The product is CC1C(C(CCC1C)C)N (2,3,6-trimethylcyclohexylamine). The yield is 95.7%. As a reaction SMILES: [CH3:1][C:2]1[C:7]([CH3:8])=[CH:6][CH:5]=[C:4]([CH3:9])[C:3]=1O.[NH3:11]>[Pd].[Mn].[Ag]>[CH3:1][CH:2]1[CH:7]([CH3:8])[CH2:6][CH2:5][CH:4]([CH3:9])[CH:3]1[NH2:11]. Procedure: A mixture of 550 g of 2,3,6-trimethylphenol and 510 g of ammonia and 50 g of catalyst which contains 5.0% by weight of palladium, 1.0% by weight of manganese and 5.0% by weight of silver on aluminum oxide in powder form is hydrogenated at 220° C. and under a hydrogen pressure of 200 bar in a 3 l rolling autoclave. The mixture is cooled and filtered and the filtrate is distilled. 546 g of 2,3,6-trimethylcyclohexylamine, boiling point=78°-81° C./22 mbar, are obtained, corresponding to a yield of 9... The reactants are BrC=1C(=CC2=C(OCO2)C1)SC=1NC2=C(C(=NC=C2)N)N1 (2-[(6-bromo-1,3-benzodioxol-5-yl)sulfanyl]-1H-imidazo[4,5-c]pyridin-4-amine), CC1=CC=C(C=C1)S(=O)(=O)OCCC1CCN(CC1)C(C)=O (2-(1-acetylpiperidin-4-yl)ethyl 4-methylbenzenesulfonate). The product is NC1=NC=CC2=C1N=C(N2CCC2CCN(CC2)C(C)=O)SC2=CC1=C(OCO1)C=C2Br (1-[4-(2-{4-Amino-2-[(6-bromo-1,3-benzodioxol-5-yl)sulfanyl]-1H-imidazo[4,5-c]pyridin-1-yl}ethyl)piperidin-1-yl]ethanone). Reaction SMILES: [Br:1][C:2]1[C:3]([S:11][C:12]2[NH:13][C:14]3[CH:19]=[CH:18][N:17]=[C:16]([NH2:20])[C:15]=3[N:21]=2)=[CH:4][C:5]2[O:9][CH2:8][O:7][C:6]=2[CH:10]=1.CC1C=CC(S(O[CH2:33][CH2:34][CH:35]2[CH2:40][CH2:39][N:38]([C:41](=[O:43])[CH3:42])[CH2:37][CH2:36]2)(=O)=O)=CC=1>>[NH2:20][C:16]1[C:15]2[N:21]=[C:12]([S:11][C:3]3[C:2]([Br:1])=[CH:10][C:6]4[O:7][CH2:8][O:9][C:5]=4[CH:4]=3)[N:13]([CH2:33][CH2:34][CH:35]3[CH2:40][CH2:39][N:38]([C:41](=[O:43])[CH3:42])[CH2:37][CH2:36]3)[C:14]=2[CH:19]=[CH:18][N:17]=1. Reported procedure: The title compound was prepared by a similar procedure described for step 7 of example 1 using 2-[(6-bromo-1,3-benzodioxol-5-yl)sulfanyl]-1H-imidazo[4,5-c]pyridin-4-amine and 2-(1-acetylpiperidin-4-yl)ethyl 4-methylbenzenesulfonate. 1H NMR (DMSO-d6) δ; 7.70 (d, J=6.0 Hz, 1H), 7.38 (s, 1H), 6.79 (d, J=6.0 Hz, 1H), 6.66 (s, 1H), 6.42 (s, 2H), 6.07 (s, 2H), 4.30 (brd, J=13.2 Hz, 1H), 4.20 (t, J=7.2 Hz, 2H), 3.74 (brd, J=13.2 Hz, 1H), 2.89 (t, J=13.6 Hz, 1H), 2.40 (t, J=13.6 Hz, 1H), 1.96 (s, 3H), 1... Reaction SMILES: [Br:16][C:17](=[CH2:18])[CH2:19][Br:20].[C:1]([CH3:2])(=[O:3])[NH:4][CH:5]([C:6](=[O:7])[O:8][CH2:9][CH3:10])[C:11](=[O:12])[O:13][CH2:14][CH3:15].[CH3:28][CH2:29][O:30][C:31](=[O:32])[CH3:33].[H-:21].[Na+:22].[O:23]1[CH2:24][CH2:25][CH2:26][CH2:27]1>>[C:1]([CH2:2][CH2:19][C:17]([Br:16])=[CH2:18])(=[O:3])[NH:4][CH:5]([C:6](=[O:7])[O:8][CH2:9][CH3:10])[C:11](=[O:12])[O:13][CH2:14][CH3:15]. Reactants: C=C(Br)CBr, CCOC(=O)C(NC(C)=O)C(=O)OCC, CCOC(C)=O, [H-], [Na+], C1CCOC1. Yields the product C=C(Br)CCC(=O)NC(C(=O)OCC)C(=O)OCC. Starting materials: CCCCCCC, [Cu], O=C(O)c1cc2c(F)cncc2s1, c1ccc(Oc2ccccc2)cc1. The product is Fc1cncc2sccc12. As a reaction SMILES: [CH3:27][CH2:28][CH2:29][CH2:30][CH2:31][CH2:32][CH3:33].[Cu:34].[F:1][c:2]1[c:3]2[c:4]([cH:5][n:6][cH:7]1)[s:8][c:9]([C:11]([OH:12])=[O:13])[cH:10]2.[O:14]([c:15]1[cH:16][cH:17][cH:18][cH:19][cH:20]1)[c:21]1[cH:22][cH:23][cH:24][cH:25][cH:26]1>>[F:1][c:2]1[c:3]2[c:4]([cH:5][n:6][cH:7]1)[s:8][cH:9][cH:10]2. Reactants: CC1=CC2=CC=CC=C2C=C1 (2-methylnaphthalene), BrN1C(=O)N(C(=O)C1(C)C)Br (1,3-dibromo-5,5-dimethylhydantoin). Run in C(C)(=O)OCC (ethyl acetate). Run at temperature 40 celsius, time 30 minute. The product is BrCC1=CC2=CC=CC=C2C=C1 (2-bromomethylnaphthalene). The yield is 91.9%. As a reaction SMILES: [CH3:1][C:2]1[CH:11]=[CH:10][C:9]2[C:4](=[CH:5][CH:6]=[CH:7][CH:8]=2)[CH:3]=1.[Br:12]N1C(C)(C)C(=O)N(Br)C1=O>C(OCC)(=O)C>[Br:12][CH2:1][C:2]1[CH:11]=[CH:10][C:9]2[C:4](=[CH:5][CH:6]=[CH:7][CH:8]=2)[CH:3]=1. Procedure details: Under nitrogen gas flow, 600 g of 2-methylnaphthalene was dissolved into 6,000 ml of ethyl acetate, the mixture was then added with 422 g of 1,3-dibromo-5,5-dimethylhydantoin, and heated to 40° C. The mixture was added with 7.4 g of V-65 from Wako Pure Chemical Industries, Ltd., and allowed to react at 40° C. for 7 hours. Thereafter, the reaction liquid was allowed to react at 65° C. for 3 hours, and then cooled. The reaction liquid was successively washed with aqueous sodium hydrogen carbonate ... Starting materials: C(C1=CC=CC=C1)(C1=CC=CC=C1)(C1=CC=CC=C1)S[C@H]1C[C@H](N(C1)C(=O)OCC1=CC=C(C=C1)[N+](=O)[O-])CONC(C)=O ((2S,4S)-4-tritylthio-2-acetylaminooxymethyl-1-p-nitrobenzyloxycarbonylpyrrolidine), N1=CC=CC=C1 (pyridine). The reagents and catalysts are [N+](=O)([O-])[O-].[Ag+] (silver nitrate). The solvent is O (water), CO (methanol), CO (methanol). Reaction conditions: time 25 minute. The product is S[C@H]1C[C@H](N(C1)C(=O)OCC1=CC=C(C=C1)[N+](=O)[O-])CONC(C)=O ((2S,4S)-4-mercapto-2-acetylaminooxymethyl-1-p-nitrobenzyloxycarbonylpyrrolidine). Isolated yield 72.5%. As a reaction SMILES: C([S:20][C@@H:21]1[CH2:25][N:24]([C:26]([O:28][CH2:29][C:30]2[CH:35]=[CH:34][C:33]([N+:36]([O-:38])=[O:37])=[CH:32][CH:31]=2)=[O:27])[C@H:23]([CH2:39][O:40][NH:41][C:42](=[O:44])[CH3:43])[CH2:22]1)(C1C=CC=CC=1)(C1C=CC=CC=1)C1C=CC=CC=1.N1C=CC=CC=1>CO.O.[N+]([O-])([O-])=O.[Ag+]>[SH:20][C@@H:21]1[CH2:25][N:24]([C:26]([O:28][CH2:29][C:30]2[CH:31]=[CH:32][C:33]([N+:36]([O-:38])=[O:37])=[CH:34][CH:35]=2)=[O:27])[C@H:23]([CH2:39][O:40][NH:41][C:42](=[O:44])[CH3:43])[CH2:22]1 |f:4.5|. Reported procedure: To a solution of (2S,4S)-4-tritylthio-2-acetylaminooxymethyl-1-p-nitrobenzyloxycarbonylpyrrolidine (7a: 452 mg) in methanol (9 ml) under ice cooling are dropwise added pyridine (149 μl) and then a solution of silver nitrate (289 mg) in a mixture of water (1.5 ml) and methanol (15 ml), and the mixture is stirred for 25 minutes. Separating silver salt is collected by filtration, washed with methanol, ether, and petroleum ether, and dried. To a suspension of this crude silver salt in a mixture of d... Reactants: ClC=1C=CC2=C(N=C(N=C2)SC)N1 (7-Chloro-2-methylsulfanyl-pyrido[2,3-d]pyrimidine), N (ammonia), N (ammonia). Run in C(C)(C)O (isopropanol). Reaction conditions: temperature 40 celsius. Product: CSC=1N=CC2=C(N1)N=C(C=C2)N (2-Methylsulfanyl-pyrido[2,3-d]pyrimidin-7-ylamine). The yield is 74.2%. RXN SMILES: Cl[C:2]1[CH:3]=[CH:4][C:5]2[CH:10]=[N:9][C:8]([S:11][CH3:12])=[N:7][C:6]=2[N:13]=1.[NH3:14]>C(O)(C)C>[CH3:12][S:11][C:8]1[N:9]=[CH:10][C:5]2[CH:4]=[CH:3][C:2]([NH2:14])=[N:13][C:6]=2[N:7]=1. Procedure: A suspension of 2.95 g (13.9 mmol) of 7-chloro-2-methylsulfanyl-pyrido[2,3-d]pyrimidine (Example 6) in 200 mL of isopropanol saturated with ammonia is sealed and heated at 40° C. for 65 hours. The suspension is resaturated with ammonia and heated for another 18 hours at 40° C. The solid is collected by filtration and triturated with water to give 1.98 g (74.2%) of the product, mp>250° C.